Dataset: the Open Reaction Database (ORD), a public repository of structured organic reaction records. Task: describe an organic reaction: reactants, conditions, products, and yield Yields the product CC1=NC=2N(C(NC(C2N1)=O)=O)CCC (3,7-dihydro-8-methyl-3-propyl-1H-purine-2,6-dione). As a reaction SMILES: [NH2:1][C:2]1[C:3](=[O:13])[NH:4][C:5](=[O:12])[N:6]([CH2:9][CH2:10][CH3:11])[C:7]=1[NH2:8].[CH2:14](O)[CH3:15]>C(O)(=O)C>[CH3:14][C:15]1[NH:1][C:2]2[C:3](=[O:13])[NH:4][C:5](=[O:12])[N:6]([CH2:9][CH2:10][CH3:11])[C:7]=2[N:8]=1. Reactants: NC=1C(NC(N(C1N)CCC)=O)=O (5,6-diamino-1-propyl-2,4-(1H,3H)-pyrimidinedione), C(C)O (ethanol). The solvent is C(C)(=O)O (acetic acid). Procedure details: A solution of 22.6 g of 5,6-diamino-1-propyl-2,4-(1H,3H)-pyrimidinedione in 50 ml of acetic acid was refluxed for 2 hours. 30 ml of ethanol was added. The received crystals were filtered off. Yield 19.8 g. The amide was refluxed in 80 ml of 2N NaOH for 2 hours and then neutralized with 5N HCl. The crystals were filtered off and recrystallized from 2.1 l ethanol. Yield 9.8 g (38%) (XXXXVI) NMR (see Table I).